This data is from the Open Reaction Database (ORD), a public repository of structured organic reaction records. The task is: describe an organic reaction: reactants, conditions, products, and yield Reactants: [Mg] (magnesium), BrC=1SC=CC1 (bromothiophene), BrC=1SC=CC1 (bromothiophene), CO[Si](OC)(OC)OC (tetramethoxysilane), II (iodine). Run in O1CCCC1 (tetrahydrofuran), O1CCCC1 (tetrahydrofuran). Product: S1C(=CC=C1)[Si](OC)(OC)C=1SC=CC1 (dithienyldimethoxysilane). RXN SMILES: [Mg].Br[C:3]1[S:4][CH:5]=[CH:6][CH:7]=1.II.[CH3:10][O:11][Si:12](OC)(OC)[O:13][CH3:14]>O1CCCC1>[S:4]1[CH:5]=[CH:6][CH:7]=[C:3]1[Si:12]([C:3]1[S:4][CH:5]=[CH:6][CH:7]=1)([O:13][CH3:14])[O:11][CH3:10]. Procedure: With protection of nitrogen gas, 3.50 g magnesium powder, 1.30 g bromothiophene and 20 ml tetrahydrofuran were added to a 250 ml three-necked flask equipped with a stirrer, a reflux condenser tube and a thermometer. After the mixed system was refluxed for 0.5 hour, 0.26 g iodine was added until the reaction got severe. After the reaction was stable, a mixed solution of 20.74 g bromothiophene, 60 ml tetrahydrofuran and 9.99 g tetramethoxysilane was added dropwise from an upper part of tube within...